Dataset: the Open Reaction Database (ORD), a public repository of structured organic reaction records. Task: describe an organic reaction: reactants, conditions, products, and yield Product: ClC=1C(=NNC1C)C(=O)O (4-Chloro-5-methyl-1H-pyrazole-3-carboxylic acid). RXN SMILES: [Cl:1][C:2]1[C:3]([C:8]([O:10]CC)=[O:9])=[N:4][NH:5][C:6]=1[CH3:7].[OH-].[Na+].Cl>CO.C1COCC1>[Cl:1][C:2]1[C:3]([C:8]([OH:10])=[O:9])=[N:4][NH:5][C:6]=1[CH3:7] |f:1.2|. The reactants are Cl (HCl), ClC=1C(=NNC1C)C(=O)OCC (ethyl 4-chloro-5-methyl-1H-pyrazole-3-carboxylate), ClC=1C(=NNC1C)C(=O)OCC (ethyl 4-chloro-5-methyl-1H-pyrazole-3-carboxylate), [OH-].[Na+] (NaOH). Procedure details: To a solution of ethyl 4-chloro-5-methyl-1H-pyrazole-3-carboxylate (Intermediate 1A, 2.01 g, 10.7 mmol) in MeOH (8.2 mL) and THF (8.2 mL) was added 2N aq. NaOH solution (27 mL, 53.3 mmol). The reaction mixture was stirred at room temperature overnight, then cooled to 0° C. and neutralized with 1N aq. HCl solution (pH=3-4). The resulting solid was collected by filtration and washed with water to give the title compound (1.50 g, 87%) as a white solid. 1H NMR (DMSO-d6) δ 2.19 (br s, 3H); MS (ESI+) ... Yield: 87.3%. Conditions: time 8 hour. The solvent is CO (MeOH), C1CCOC1 (THF). As a reaction SMILES: [CH3:1][O:2][C:3](=[O:4])[CH:5]1[CH2:6][N:7]([CH2:17][c:18]2[cH:19][cH:20][cH:21][cH:22][cH:23]2)[CH2:8][N:9]1[C:10](=[O:11])[O:12][C:13]([CH3:14])([CH3:15])[CH3:16].[CH3:24][OH:25]>>[CH3:1][O:2][C:3](=[O:4])[CH:5]1[CH2:6][NH:7][CH2:8][N:9]1[C:10](=[O:11])[O:12][C:13]([CH3:14])([CH3:15])[CH3:16]. Starting materials: COC(=O)C1CN(Cc2ccccc2)CN1C(=O)OC(C)(C)C, CO. Product: COC(=O)C1CNCN1C(=O)OC(C)(C)C. Reactants: OCCS(=O)(=O)CCN[C@]12[C@@H]([C@H]3CC[C@@H]4[C@]5(CC=C(C([C@@H]5CC[C@]4([C@@]3(CC1)C)C)(C)C)C1=CC=C(C(=O)O)C=C1)C)[C@@H](CC2)C(=C)C (4-((1R,3aS,5aR,5bR,7aR,11aS,11bR,13aR,13bR)-3a-(2-(2-hydroxyethylsulfonyl)ethylamino)-5a,5b,8,8,11a-pentamethyl-1-(prop-1-en-2-yl)-2,3,3a,4,5,5a,5b,6,7,7a,8,11,11a,11b,12,13,13a,13b-octadecahydro-1H-cyclopenta[a]chrysen-9-yl)benzoic acid), C(C)(C)(C)OC(=O)NCCCN[C@]12[C@@H]([C@H]3CC[C@@H]4[C@]5(CC=C(C([C@@H]5CC[C@]4([C@@]3(CC1)C)C)(C)C)C1=CC=C(C(=O)OC)C=C1)C)[C@@H](CC2)C(=C)C (methyl 4-((1R,3aS,5aR,5bR,7aR,11aS,11bR,13aR,13bR)-3a-(3-(tert-butoxycarbonylamino)propylamino)-5a,5b,8,8,11a-pentamethyl-1-(prop-1-en-2-yl)-2,3,3a,4,5,5a,5b,6,7,7a,8,11,11a,11b,12,13,13a,13b-octadecahydro-1H-cyclopenta[a]chrysen-9-yl)benzoate). The product is C(C)(C)(C)OC(=O)NCCCN[C@]12[C@@H]([C@H]3CC[C@@H]4[C@]5(CC=C(C([C@@H]5CC[C@]4([C@@]3(CC1)C)C)(C)C)C1=CC=C(C(=O)O)C=C1)C)[C@@H](CC2)C(=C)C (4-((1R,3aS,5aR,5bR,7aR,11aS,11bR,13aR,13bR)-3a-(3-(tert-butoxycarbonylamino)propylamino)-5a,5b,8,8,11a-pentamethyl-1-(prop-1-en-2-yl)-2,3,3a,4,5,5a,5b,6,7,7a,8,11,11a,11b,12,13,13a,13b-octadecahydro-1H-cyclopenta[a]chrysen-9-yl)benzoic acid), solid. The yield is 58.0%. RXN SMILES: OCCS(CCN[C@]12CC[C@@H](C(C)=C)[C@@H]1[C@@H]1[C@@](C)(CC2)[C@@]2(C)[C@@H]([C@]3(C)[C@@H](CC2)C(C)(C)C(C2C=CC(C(O)=O)=CC=2)=CC3)CC1)(=O)=O.[C:48]([O:52][C:53]([NH:55][CH2:56][CH2:57][CH2:58][NH:59][C@:60]12[CH2:95][CH2:94][C@@H:93]([C:96]([CH3:98])=[CH2:97])[C@@H:61]1[C@@H:62]1[C@@:75]([CH3:78])([CH2:76][CH2:77]2)[C@@:74]2([CH3:79])[C@@H:65]([C@:66]3([CH3:92])[C@@H:71]([CH2:72][CH2:73]2)[C:70]([CH3:81])([CH3:80])[C:69]([C:82]2[CH:91]=[CH:90][C:85]([C:86]([O:88]C)=[O:87])=[CH:84][CH:83]=2)=[CH:68][CH2:67]3)[CH2:64][CH2:63]1)=[O:54])([CH3:51])([CH3:50])[CH3:49]>>[C:48]([O:52][C:53]([NH:55][CH2:56][CH2:57][CH2:58][NH:59][C@:60]12[CH2:95][CH2:94][C@@H:93]([C:96]([CH3:98])=[CH2:97])[C@@H:61]1[C@@H:62]1[C@@:75]([CH3:78])([CH2:76][CH2:77]2)[C@@:74]2([CH3:79])[C@@H:65]([C@:66]3([CH3:92])[C@@H:71]([CH2:72][CH2:73]2)[C:70]([CH3:81])([CH3:80])[C:69]([C:82]2[CH:83]=[CH:84][C:85]([C:86]([OH:88])=[O:87])=[CH:90][CH:91]=2)=[CH:68][CH2:67]3)[CH2:64][CH2:63]1)=[O:54])([CH3:49])([CH3:50])[CH3:51]. Reported procedure: The title compound was prepared following the hydrolysis method described above for the synthesis of 4-((1R,3aS,5aR,5bR,7aR,11aS,11bR,13aR,13bR)-3a-(2-(2-hydroxyethylsulfonyl)ethylamino)-5a,5b,8,8,11a-pentamethyl-1-(prop-1-en-2-yl)-2,3,3a,4,5,5a,5b,6,7,7a,8,11,11a,11b,12,13,13a,13b-octadecahydro-1H-cyclopenta[a]chrysen-9-yl)benzoic acid using methyl 4-((1R,3aS,5aR,5bR,7aR,11aS,11bR,13aR,13bR)-3a-(3-(tert-butoxycarbonylamino)propylamino)-5a,5b,8,8,11a-pentamethyl-1-(prop-1-en-2-yl)-2,3,3a,4,5,5a,... Reactants: C([O-])([O-])=O.[K+].[K+] (potassium carbonate), CC1=C(C(=O)C2=C(C1=O)N3C[C@H]4[C@@H]([C@@]3([C@@H]2COC(=O)N)OC)N4)OC (mitomycin A). Yields the product NCCN1CCOCC1 (N-(2-aminoethyl)morpholine). Reaction SMILES: C(=O)([O-])[O-].[K+].[K+].CC1[C:14](=[O:15])[C:13]2[N:16]3[C@@:20](OC)([C@H](COC(N)=O)C=2C(=O)C=1OC)[C@H:19]1[NH:29][C@H:18]1[CH2:17]3>>[NH2:29][CH2:18][CH2:17][N:16]1[CH2:13][CH2:14][O:15][CH2:19][CH2:20]1 |f:0.1.2|. Procedure details: This compound was prepared by the procedure described in Example 1, exept that the potassium carbonate was omitted. From 100 mg. of mitomycin A and 0.5 ml. of N-(2-aminoethyl)morpholine was obtained 70 mg. (55% yield) of the desired product having a melting point of 74°-76° C. (decomposition) and providing the following analysis: The reactants are CC1CC1C(=O)Nc1snc(Br)c1Br, CC(C)(C)OC(=O)n1ncc2cc([Sn](C)(C)C)ccc21, C1COCCO1. Yields the product CC1CC1C(=O)Nc1snc(-c2ccc3c(cnn3C(=O)OC(C)(C)C)c2)c1Br. RXN SMILES: [Br:1][c:2]1[n:3][s:4][c:5]([NH:8][C:9](=[O:10])[CH:11]2[CH:12]([CH3:14])[CH2:13]2)[c:6]1[Br:7].[C:15]([CH3:16])([CH3:17])([CH3:18])[O:19][C:20](=[O:21])[n:22]1[n:23][cH:24][c:25]2[cH:26][c:27]([Sn:31]([CH3:32])([CH3:33])[CH3:34])[cH:28][cH:29][c:30]12.[CH2:35]1[O:36][CH2:37][CH2:38][O:39][CH2:40]1>>[c:2]1(-[c:27]2[cH:26][c:25]3[cH:24][n:23][n:22]([C:20]([O:19][C:15]([CH3:16])([CH3:17])[CH3:18])=[O:21])[c:30]3[cH:29][cH:28]2)[n:3][s:4][c:5]([NH:8][C:9](=[O:10])[CH:11]2[CH:12]([CH3:14])[CH2:13]2)[c:6]1[Br:7]. The reactants are [N+](=O)([O-])C=C(SC)SC (1-nitro-2,2-di(methylthio)ethylene), C(CCC)NC (N-n-butyl-N-methylamine), Compound 2.1. Run in C1(=CC=CC=C1)C (toluene). Product: C(CCC)N(C)C(=C[N+](=O)[O-])SC (2-(N-butyl-N-methylamino)-2-methylthio-1-nitroethylene). RXN SMILES: [N+:1]([CH:4]=[C:5](SC)[S:6][CH3:7])([O-:3])=[O:2].[CH2:10]([NH:14][CH3:15])[CH2:11][CH2:12][CH3:13]>C1(C)C=CC=CC=1>[CH2:10]([N:14]([C:5]([S:6][CH3:7])=[CH:4][N+:1]([O-:3])=[O:2])[CH3:15])[CH2:11][CH2:12][CH3:13]. Procedure details: A solution of 8.26 g (0.05 mol) of 1-nitro-2,2-di(methylthio)ethylene and 5.25 g (0.06 mol) of N-n-butyl-N-methylamine in toluene is refluxed for 2 hours. After evaporation of the toluene under vacuum, 10.2 g of 2-(N-butyl-N-methylamino)-2-methylthio-1-nitroethylene are isolated as an oil (nD21 =1.584). (Compound 2.1, Table 2). The reactants are [BH4-], C1CCOC1, O=C1CCC(C(=O)NC(Cc2ccccc2)(c2cc(F)cc(C(F)(F)F)c2)c2ccc(Cl)cn2)C1, [Na+], O. The product is O=C(NC(Cc1ccccc1)(c1cc(F)cc(C(F)(F)F)c1)c1ccc(Cl)cn1)C1CCC(O)C1. RXN SMILES: [BH4-:1].[CH2:38]1[O:39][CH2:40][CH2:41][CH2:42]1.[Cl:3][c:4]1[cH:5][cH:6][c:7]([C:10]([CH2:11][c:12]2[cH:13][cH:14][cH:15][cH:16][cH:17]2)([c:18]2[cH:19][c:20]([F:28])[cH:21][c:22]([C:24]([F:25])([F:26])[F:27])[cH:23]2)[NH:29][C:30](=[O:31])[CH:32]2[CH2:33][C:34](=[O:37])[CH2:35][CH2:36]2)[n:8][cH:9]1.[Na+:2].[OH2:43]>>[Cl:3][c:4]1[cH:5][cH:6][c:7]([C:10]([CH2:11][c:12]2[cH:13][cH:14][cH:15][cH:16][cH:17]2)([c:18]2[cH:19][c:20]([F:28])[cH:21][c:22]([C:24]([F:25])([F:26])[F:27])[cH:23]2)[NH:29][C:30](=[O:31])[CH:32]2[CH2:33][CH:34]([OH:37])[CH2:35][CH2:36]2)[n:8][cH:9]1. Reactants: C(C)(C)O (isopropanol), CS(=O)(=O)O (methanesulfonic acid), NC1=NC=CC(=N1)C(F)(F)F (2-amino-4-(trifluoromethyl)pyrimidine). Reagents/catalysts: [Pd] (Pd/C). The solvent is O (water). Yields the product CS(=O)(=O)O.FC(C1N=C(NCC1)N)(F)F (4-trifluoromethyl-1,4,5,6-tetrahydropyrimidin-2-ylamine methanesulfonate). The yield is 96.0%. RXN SMILES: [NH2:1][C:2]1[N:7]=[C:6]([C:8]([F:11])([F:10])[F:9])[CH:5]=[CH:4][N:3]=1.C(O)(C)C.[CH3:16][S:17]([OH:20])(=[O:19])=[O:18]>O.[Pd]>[CH3:16][S:17]([OH:20])(=[O:19])=[O:18].[F:11][C:8]([F:9])([F:10])[CH:6]1[CH2:5][CH2:4][NH:3][C:2]([NH2:1])=[N:7]1 |f:5.6|. Procedure: A mixture of 6 g of 10% Pd/C and 60 g (370 mmol) of 2-amino-4-(trifluoromethyl)pyrimidine dissolved in 80 mL of water, 250 mL of isopropanol and 24 mL (370 mmol) of methanesulfonic acid is hydrogenated at 5 bar, at 40° C., for 5 hours in an autoclave. The resulting mixture is then filtered and rinsed with isopropanol and with water. The filtrate is then concentrated under reduced pressure and the residue obtained is dried under vacuum to give 93.5 g of 4-trifluoromethyl-1,4,5,6-tetrahydropyrimid... Starting materials: NOS(=O)(=O)O (hydroxylamine-O-sulfonic acid), OC(CN1CCNCC1)COCCCCCCCCCCCCCCCCCC (1-[2'-hydroxy-3'-octadecyloxypropyl]-piperazine), [OH-].[Na+] (sodium hydroxide), resultant mixture, [OH-].[Na+] (NaOH). Run in O1CCCC1.O (tetrahydrofuran water), O1CCCC1.O (tetrahydrofuran water). Product: NN1CCN(CC1)CC(COCCCCCCCCCCCCCCCCCC)O (1-N-Amino-4-N-[2'-hydroxy-3'-octadecyloxypropyl]-piperazine). As a reaction SMILES: [NH2:1]OS(O)(=O)=O.[OH:7][CH:8]([CH2:16][O:17][CH2:18][CH2:19][CH2:20][CH2:21][CH2:22][CH2:23][CH2:24][CH2:25][CH2:26][CH2:27][CH2:28][CH2:29][CH2:30][CH2:31][CH2:32][CH2:33][CH2:34][CH3:35])[CH2:9][N:10]1[CH2:15][CH2:14][NH:13][CH2:12][CH2:11]1.[OH-].[Na+]>O1CCCC1.O>[NH2:1][N:13]1[CH2:14][CH2:15][N:10]([CH2:9][CH:8]([OH:7])[CH2:16][O:17][CH2:18][CH2:19][CH2:20][CH2:21][CH2:22][CH2:23][CH2:24][CH2:25][CH2:26][CH2:27][CH2:28][CH2:29][CH2:30][CH2:31][CH2:32][CH2:33][CH2:34][CH3:35])[CH2:11][CH2:12]1 |f:2.3,4.5|. Procedure: A solution of hydroxylamine-O-sulfonic acid (0.17 g, 1.5 mmol) in 1:1 tetrahydrofuran-water (10 mL) is added dropwise to a mixture of 1-[2'-hydroxy-3'-octadecyloxypropyl]-piperazine (3.0 g, 7.3 mmol) and sodium hydroxide (0.29 g) in 1:1 tetrahydrofuran-water (30 mL) at 15° C. over a 30 minute period under a nitrogen atmosphere. The resultant mixture is stirred at 15° C. for 2 hours. Three additional portions of NaOH (0.29 g each) are then added to the mixture. The reaction mixture is extracted w...